This data is from the Open Reaction Database (ORD), a public repository of structured organic reaction records. The task is: describe an organic reaction: reactants, conditions, products, and yield Starting materials: CC(=O)OC(C)=O, Nc1cccc(O)c1, O. The product is CC(=O)Nc1cccc(O)c1. RXN SMILES: [CH3:1][C:2](=[O:3])[O:4][C:5](=[O:6])[CH3:7].[NH2:8][c:9]1[cH:10][c:11]([OH:15])[cH:12][cH:13][cH:14]1.[OH2:16]>>[CH3:1][C:2](=[O:3])[NH:8][c:9]1[cH:10][c:11]([OH:15])[cH:12][cH:13][cH:14]1. Product: C(CCCCCCCCCCCCCCCCC)NC1[C@H](O)[C@@H](O)[C@@H](O)[C@H](O1)CO (N-Octadecyl-N-(galactopyranosyl)-amine). Reactants: O=C[C@H](O)[C@@H](O)[C@@H](O)[C@H](O)CO (D-galactose), amine, O (water), C(CCCCCCCCCCCCCCCCC)N (stearylamine). Reaction SMILES: O=[CH:2][C@@H:3]([C@H:5]([C@H:7]([C@@H:9]([CH2:11][OH:12])[OH:10])[OH:8])[OH:6])[OH:4].O.[CH2:14]([NH2:32])[CH2:15][CH2:16][CH2:17][CH2:18][CH2:19][CH2:20][CH2:21][CH2:22][CH2:23][CH2:24][CH2:25][CH2:26][CH2:27][CH2:28][CH2:29][CH2:30][CH3:31]>C(O)(C)C>[CH2:14]([NH:32][CH:2]1[O:10][C@H:9]([CH2:11][OH:12])[C@H:7]([OH:8])[C@H:5]([OH:6])[C@H:3]1[OH:4])[CH2:15][CH2:16][CH2:17][CH2:18][CH2:19][CH2:20][CH2:21][CH2:22][CH2:23][CH2:24][CH2:25][CH2:26][CH2:27][CH2:28][CH2:29][CH2:30][CH3:31]. Procedure details: 60 g of D-galactose were suspended in 330 ml of isopropanol and 170 ml of water and the suspension was warmed to 50°. After addition of 90 g of stearylamine, the mixture was stirred until all the amine had dissolved. On cooling, the glycosylamine crystallized out. The solid was filtered off with suction, washed successively with ethanol and ether and dried in vacuo. Solvent: C(C)(C)O (isopropanol). Starting materials: C(C)(C)(C)OC(=O)N1[C@@H](CN([C@H](C1)CF)CC(=O)OCC1=CC=CC=C1)C ((2R,5R)-4-benzyloxycarbonylmethyl-5-fluoromethyl-2-methyl-piperazine-1-carboxylic acid tert-butyl ester). The reagents and catalysts are [Pd] (palladium on carbon). Solvent: CO (methanol). Reaction conditions: time 18 hour. Product: C(C)(C)(C)OC(=O)N1[C@@H](CN([C@H](C1)CF)CC(=O)O)C ((2R,5R)-4-Carboxymethyl-5-fluoromethyl-2-methyl-piperazine-1-carboxylic acid tert-butyl ester). The yield is 90.5%. Reaction SMILES: [C:1]([O:5][C:6]([N:8]1[CH2:13][C@H:12]([CH2:14][F:15])[N:11]([CH2:16][C:17]([O:19]CC2C=CC=CC=2)=[O:18])[CH2:10][C@H:9]1[CH3:27])=[O:7])([CH3:4])([CH3:3])[CH3:2]>[Pd].CO>[C:1]([O:5][C:6]([N:8]1[CH2:13][C@H:12]([CH2:14][F:15])[N:11]([CH2:16][C:17]([OH:19])=[O:18])[CH2:10][C@H:9]1[CH3:27])=[O:7])([CH3:4])([CH3:2])[CH3:3]. Procedure: A mixture of (2R,5R)-4-benzyloxycarbonylmethyl-5-fluoromethyl-2-methyl-piperazine-1-carboxylic acid tert-butyl ester (0.42 g, 1.1 mmol), methanol (20 mL) and 10% palladium on carbon (0.14 g) was hydrogenated at 20° C. and 1 bar for 18 h. Catalyst was removed by filtration and the filtrate evaporated in vacuo to give the title compound (0.289 g) as an oil. MS: [M+H]+=291. Starting materials: CN(C)C=O, CC(C)(C)OC(=O)CN1C(=O)C(N)C(c2ccccc2)Sc2ccccc21, O=C(ON1C(=O)CCC1=O)c1cc2ccccc2[nH]1. The product is CC(C)(C)OC(=O)CN1C(=O)C(NC(=O)c2cc3ccccc3[nH]2)C(c2ccccc2)Sc2ccccc21. Reaction SMILES: [CH3:47][N:48]([CH3:49])[CH:50]=[O:51].[NH2:1][CH:2]1[CH:3]([c:22]2[cH:23][cH:24][cH:25][cH:26][cH:27]2)[S:4][c:5]2[c:6]([cH:18][cH:19][cH:20][cH:21]2)[N:7]([CH2:10][C:11](=[O:12])[O:13][C:14]([CH3:15])([CH3:16])[CH3:17])[C:8]1=[O:9].[nH:28]1[c:29]([C:37](=[O:38])[O:39][N:40]2[C:41](=[O:42])[CH2:43][CH2:44][C:45]2=[O:46])[cH:30][c:31]2[cH:32][cH:33][cH:34][cH:35][c:36]12>>[NH:1]([CH:2]1[CH:3]([c:22]2[cH:23][cH:24][cH:25][cH:26][cH:27]2)[S:4][c:5]2[c:6]([cH:18][cH:19][cH:20][cH:21]2)[N:7]([CH2:10][C:11](=[O:12])[O:13][C:14]([CH3:15])([CH3:16])[CH3:17])[C:8]1=[O:9])[C:37]([c:29]1[nH:28][c:36]2[c:31]([cH:30]1)[cH:32][cH:33][cH:34][cH:35]2)=[O:38]. The reactants are tetrakis-(triphenylphosphine)palladium(0), C(C)OC1=C(C=CC=C1)C1(C(NC2=CC=C(C=C12)I)=O)O (3-(2-Ethoxyphenyl)-3-hydroxy-5-iodoindol-2-one), CN(C)C=O (DMF), ice water. The reagents and catalysts are [C-]#N.[Zn+2].[C-]#N (zinc cyanide). Reaction conditions: time 45 minute. The product is C(#N)C=1C=C2C(C(NC2=CC1)=O)(O)C1=C(C=CC=C1)OCC (5-Cyano-3-(2-ethoxyphenyl)-3-hydroxy-indol-2-one). As a reaction SMILES: [CH2:1]([O:3][C:4]1[CH:9]=[CH:8][CH:7]=[CH:6][C:5]=1[C:10]1([OH:21])[C:18]2[C:13](=[CH:14][CH:15]=[C:16](I)[CH:17]=2)[NH:12][C:11]1=[O:20])[CH3:2].[CH3:22][N:23](C=O)C>[C-]#N.[Zn+2].[C-]#N>[C:22]([C:16]1[CH:17]=[C:18]2[C:13](=[CH:14][CH:15]=1)[NH:12][C:11](=[O:20])[C:10]2([C:5]1[CH:6]=[CH:7][CH:8]=[CH:9][C:4]=1[O:3][CH2:1][CH3:2])[OH:21])#[N:23] |f:2.3.4|. Procedure details: 37.2 g (94 mMol) of the product 1a and 11.1 g (94 mMol) of zinc cyanide in 300 ml of DMF were heated to 95° C. Then 1.6 g (1.38 mMol) of tetrakis-(triphenylphosphine)palladium(0) were added in portions every 10 minutes. After 45 minutes, the reaction mixture was poured into ice-water and extracted with ethyl acetate. The organic phase was washed with saturated NaCl solution, dried and concentrated in vacuo. The residue obtained in this way crystallizes from a little ethyl acetate. 24 g of the pr... Reactants: FB(F)F, FC1(F)Oc2cccc(Br)c2O1, CCOCC, C1CCOC1, Cc1ccccc1, [Cl-], C1CC2CON=C2CO1, [NH4+]. Product: FC1(F)Oc2cccc(C34COCCC3CON4)c2O1. RXN SMILES: [B:27]([F:28])([F:29])[F:30].[Br:1][c:2]1[cH:3][cH:4][cH:5][c:6]2[c:10]1[O:9][C:8]([F:11])([F:12])[O:7]2.[CH2:22]([O:23][CH2:24][CH3:25])[CH3:26].[CH2:40]1[O:41][CH2:42][CH2:43][CH2:44]1.[CH3:33][c:34]1[cH:35][cH:36][cH:37][cH:38][cH:39]1.[Cl-:31].[N:13]1=[C:17]2[CH:16]([CH2:15][O:14]1)[CH2:21][CH2:20][O:19][CH2:18]2.[NH4+:32]>>[c:2]1([C:17]23[NH:13][O:14][CH2:15][CH:16]2[CH2:21][CH2:20][O:19][CH2:18]3)[cH:3][cH:4][cH:5][c:6]2[c:10]1[O:9][C:8]([F:11])([F:12])[O:7]2. Reactants: BrC1=CC=C(C=C1)O (4-bromophenol), [H-].[Na+] (sodium hydride), COCCl (methoxymethyl chloride), C(CCC)[Li] (butyllithium), B(OC(C)C)(OC(C)C)OC(C)C (triisopropyl borate). Product: COCOC1=CC=C(C=C1)B(O)O (4-Methoxymethoxyphenylboronic acid). As a reaction SMILES: Br[C:2]1[CH:7]=[CH:6][C:5]([OH:8])=[CH:4][CH:3]=1.[H-].[Na+].[CH3:11][O:12][CH2:13]Cl.C([Li])CCC.[B:20](OC(C)C)([O:25]C(C)C)[O:21]C(C)C>>[CH3:11][O:12][CH2:13][O:8][C:5]1[CH:6]=[CH:7][C:2]([B:20]([OH:25])[OH:21])=[CH:3][CH:4]=1 |f:1.2|. Reported procedure: In a manner similar to that of Example 1(g), by reaction of 10 g (57.8 mmol) of 4-bromophenol with 2.55 g (63.6 mmol) of 60% sodium hydride and 4.83 mL (63.6 mmol) of methoxymethyl chloride, followed by 25.4 mL (63.6 mmol) of 2.5M butyllithium solution and 15 mL (65 mmol) of triisopropyl borate, a brown solid is obtained (m.p.=65° C., m=6.2 g; Y=7.3%).